From a dataset of the Open Reaction Database (ORD), a public repository of structured organic reaction records. describe an organic reaction: reactants, conditions, products, and yield Starting materials: CC(C)(C)C1CN(c2nc(CO)cs2)C1O[SiH](c1ccccc1)c1ccccc1, Cc1ccccc1, C1CCOC1, [N-]=[N+]=NP(=O)(c1ccccc1)c1ccccc1, c1ccc(P(c2ccccc2)c2ccccc2)cc1. Product: CC(C)(C)C1CN(c2nc(CN=[N+]=[N-])cs2)C1O[SiH](c1ccccc1)c1ccccc1. As a reaction SMILES: [C:1]([CH3:2])([CH3:3])([CH3:4])[CH:5]1[CH:6]([O:16][SiH:17]([c:18]2[cH:19][cH:20][cH:21][cH:22][cH:23]2)[c:24]2[cH:25][cH:26][cH:27][cH:28][cH:29]2)[N:7]([c:9]2[s:10][cH:11][c:12]([CH2:14][OH:15])[n:13]2)[CH2:8]1.[CH3:66][c:67]1[cH:68][cH:69][cH:70][cH:71][cH:72]1.[O:73]1[CH2:74][CH2:75][CH2:76][CH2:77]1.[c:30]1([P:31]([c:32]2[cH:33][cH:34][cH:35][cH:36][cH:37]2)(=[O:38])[N:44]=[N+:45]=[N-:46])[cH:39][cH:40][cH:41][cH:42][cH:43]1.[c:47]1([P:48]([c:49]2[cH:50][cH:51][cH:52][cH:53][cH:54]2)[c:55]2[cH:56][cH:57][cH:58][cH:59][cH:60]2)[cH:61][cH:62][cH:63][cH:64][cH:65]1>>[C:1]([CH3:2])([CH3:3])([CH3:4])[CH:5]1[CH:6]([O:16][SiH:17]([c:18]2[cH:19][cH:20][cH:21][cH:22][cH:23]2)[c:24]2[cH:25][cH:26][cH:27][cH:28][cH:29]2)[N:7]([c:9]2[s:10][cH:11][c:12]([CH2:14][N:44]=[N+:45]=[N-:46])[n:13]2)[CH2:8]1. The solvent is C1CCOC1 (THF). The yield is 85.7%. Reaction conditions: time 18 hour. RXN SMILES: O[CH2:2][C:3]1[O:7][C:6]([C:8]#[N:9])=[CH:5][CH:4]=1.C1(P(C2C=CC=CC=2)C2C=CC=CC=2)C=CC=CC=1.C(Br)(Br)(Br)[Br:30]>C1COCC1>[Br:30][CH2:2][C:3]1[O:7][C:6]([C:8]#[N:9])=[CH:5][CH:4]=1. Reported procedure: 5-Hydoxymethylfuran-2-carbononitrile (1.12 g, 9.1 mmol) is dissolved in THF (75 mL), treated with triphenylphosphine (2.9 g, 11.06 mmol), carbon tetrabromide (3.78 g, 11.4 mmol) and stirred at room temperature for 18 hours. Standard workup yields the title compound (1.45 g, 7.8 mmol). The product is BrCC1=CC=C(O1)C#N (5-Bromomethylfuran-2-carbononitrile). The reactants are C1(=CC=CC=C1)P(C1=CC=CC=C1)C1=CC=CC=C1 (triphenylphosphine), C(Br)(Br)(Br)Br (carbon tetrabromide), OCC1=CC=C(O1)C#N (5-Hydoxymethylfuran-2-carbononitrile). The reactants are ClC1=CC=C2C=C(NC(C2=C1)=O)C(=O)OCC (Ethyl 7-chloro-1-oxo-1,2-dihydroisoquinoline-3-carboxylate), N.CO (NH3 MeOH). Conditions: time 8 hour. Yields the product ClC1=CC=C2C=C(NC(C2=C1)=O)C(=O)N (7-chloro-1-oxo-1,2-dihydroisoquinoline-3-carboxamide). Isolated yield 38.0%. RXN SMILES: [Cl:1][C:2]1[CH:11]=[C:10]2[C:5]([CH:6]=[C:7]([C:13]([O:15]CC)=O)[NH:8][C:9]2=[O:12])=[CH:4][CH:3]=1.[NH3:18].CO>>[Cl:1][C:2]1[CH:11]=[C:10]2[C:5]([CH:6]=[C:7]([C:13]([NH2:18])=[O:15])[NH:8][C:9]2=[O:12])=[CH:4][CH:3]=1 |f:1.2|. Procedure: Ethyl 7-chloro-1-oxo-1,2-dihydroisoquinoline-3-carboxylate (580 mg, 2.30 mmol) was dissolved in NH3/MeOH(4.0M, 15 mL) and the reaction mixture was stirred at RT overnight. The solvent was removed in vacuo. The resulting residue was washed with petroleum ether and dried to give the title compound (200 mg, 38%). ESI-MS m/z [M+H]+223.1. The reactants are O.O.O.O.O.O.O.O.O.[S-2].[Na+].[Na+] (sodium sulphide nonahydrate), C(C)(C)(C)OC(NCC(CCCCl)Cl)=O ((2,5-Dichloro-pentyl)-carbamic Acid tert-butyl Ester), O.O.O.O.O.O.O.O.O.[S-2].[Na+].[Na+] (sodium sulphide nonahydrate). Run in CO (MeOH). Reaction conditions: time 5 hour. Yields the product C(C)(C)(C)OC(NCC1SCCC1)=O ((Tetrahydro-thiophen-2-ylmethyl)-carbamic acid tert-butyl ester). Yield: 100.1%. RXN SMILES: [C:1]([O:5][C:6](=[O:15])[NH:7][CH2:8][CH:9](Cl)[CH2:10][CH2:11][CH2:12]Cl)([CH3:4])([CH3:3])[CH3:2].O.O.O.O.O.O.O.O.O.[S-2:25].[Na+].[Na+]>CO>[C:1]([O:5][C:6](=[O:15])[NH:7][CH2:8][CH:9]1[CH2:10][CH2:11][CH2:12][S:25]1)([CH3:4])([CH3:3])[CH3:2] |f:1.2.3.4.5.6.7.8.9.10.11.12|. Procedure details: A solution of N-tbutoxycarbonyl-2.5-dichloroamylamine 221 (1.75 g, 6.8 mmol) in MeOH (70 mL) was stirred at rt and sodium sulphide nonahydrate (3 g, 12.5 mmol) was added. The mixture was heated at reflux for 1 hour, when TLC indicated that starting material was still present. Further sodium sulphide nonahydrate (1.5 g, 6 mmol) was added and reflux was continued for 5 hours. The MeOH was evaporated and the residue partitioned between water (50 mL) and DCM (100 mL). The layers were separated and t... Yield: 99.0%. Reaction SMILES: C([O:3][C:4](=[O:18])[CH2:5][N:6]1[CH:10]=[C:9]([C:11]2[CH:16]=[CH:15][CH:14]=[C:13]([OH:17])[CH:12]=2)[N:8]=[N:7]1)C.[OH-].[Na+]>CO.O>[OH2:3].[OH:17][C:13]1[CH:12]=[C:11]([C:9]2[N:8]=[N:7][N:6]([CH2:5][C:4]([OH:18])=[O:3])[CH:10]=2)[CH:16]=[CH:15][CH:14]=1 |f:1.2,5.6|. Run at time 24 hour. Procedure: Ethyl[4-(3-Hydroxyphenyl)-1H-1,2,3-triazol-1-yl]acetate (Preparation 291, 27.2 g, 0.110 mol) was dissolved in methanol (200 mL), and a solution of NaOH (4.84 g, 121 mmol) in water (40 mL) was added. The solution was kept at room temperature for 24 hours. Methanol was evaporated in vacuo, water (120 mL) was added, and the solution was refluxed with activated charcoal. The mixture was filtered, and 11 M HCl was added to the filtrate. The mixture was dissolved by addition of water (120 mL) and cool... The product is O.OC=1C=C(C=CC1)C=1N=NN(C1)CC(=O)O ([4-(3-Hydroxyphenyl)-1H-1,2,3-triazol-1-yl]acetic Acid Hydrate). The reactants are C(C)OC(CN1N=NC(=C1)C1=CC(=CC=C1)O)=O (Ethyl[4-(3-Hydroxyphenyl)-1H-1,2,3-triazol-1-yl]acetate), [OH-].[Na+] (NaOH). The solvent is CO (methanol), O (water). Starting materials: 58, ClC1=C(C=C(C=C1)C(O)C1=CC=CC=C1)[N+](=O)[O-] (4-chloro-3-nitro-α-phenylbenzenemethanol), Br (hydrobromic acid). Run in O (water). Conditions: time 45 minute. Product: 71.4, BrC(C1=CC(=C(C=C1)Cl)[N+](=O)[O-])C1=CC=CC=C1 (4-(bromophenylmethyl)-1-chloro-2-nitrobenzene). Isolated yield 99.3%. Reaction SMILES: [Cl:1][C:2]1[CH:7]=[CH:6][C:5]([CH:8]([C:10]2[CH:15]=[CH:14][CH:13]=[CH:12][CH:11]=2)O)=[CH:4][C:3]=1[N+:16]([O-:18])=[O:17].[BrH:19]>O>[Br:19][CH:8]([C:10]1[CH:15]=[CH:14][CH:13]=[CH:12][CH:11]=1)[C:5]1[CH:6]=[CH:7][C:2]([Cl:1])=[C:3]([N+:16]([O-:18])=[O:17])[CH:4]=1. Reported procedure: A mixture of 58 parts of 4-chloro-3-nitro-α-phenylbenzenemethanol and 450 parts of a hydrobromic acid solution 48% in water was stirred for 45 minutes at reflux temperature. After cooling, the product was extracted with dichloromethane. The extract was dried, filtered and evaporated, yielding 71.4 parts (99.3%) of 4-(bromophenylmethyl)-1-chloro-2-nitrobenzene as a residue (int. 132).